This data is from the Open Reaction Database (ORD), a public repository of structured organic reaction records. The task is: describe an organic reaction: reactants, conditions, products, and yield The reactants are [Br-], C1CCOC1, CCCC[N+](CCCC)(CCCC)CCCC, O=C([O-])CCl, [H-], [I-], [N-]=[N+]=NCCCO, [Na+], [Na+], [Na+]. Product: [N-]=[N+]=NCCCOCC(=O)O. RXN SMILES: [Br-:23].[CH2:18]1[O:19][CH2:20][CH2:21][CH2:22]1.[CH3:24][CH2:25][CH2:26][CH2:27][N+:28]([CH2:29][CH2:30][CH2:31][CH3:32])([CH2:33][CH2:34][CH2:35][CH3:36])[CH2:37][CH2:38][CH2:39][CH3:40].[Cl:12][CH2:13][C:14](=[O:15])[O-:16].[H-:9].[I-:10].[N:1](=[N+:2]=[N-:3])[CH2:4][CH2:5][CH2:6][OH:7].[Na+:11].[Na+:17].[Na+:8]>>[N:1](=[N+:2]=[N-:3])[CH2:4][CH2:5][CH2:6][O:7][CH2:13][C:14](=[O:15])[OH:16]. The reactants are FC(C=1C=C(C=CC1)C=1C=C(C=2NC=3C=C(C=CC3C2N1)OS(=O)(=O)C(F)(F)F)C(=O)OC)(F)F (methyl 2-(3-(trifluoromethyl)phenyl)-7-(trifluoromethylsulfonyloxy)-5H-pyrido[3,2-b]indole-4-carboxylate), [H-].[Na+] (Sodium hydride), ice, BrCC1=CC=C(C=C1)OC (1-(bromomethyl)-4-methoxybenzene), ice. Solvent: CN(C)C=O (DMF). Reaction conditions: time 1 hour. The product is COC1=CC=C(CN2C3=C(C=4C=CC(=CC24)OS(=O)(=O)C(F)(F)F)N=C(C=C3C(=O)OC)C3=CC(=CC=C3)C(F)(F)F)C=C1 (methyl 5-(4-methoxybenzyl)-2-(3-(trifluoromethyl)phenyl)-7-(trifluoromethylsulfonyloxy)-5H-pyrido[3,2-b]indole-4-carboxylate). Yield: 36.3%. Reaction SMILES: [H-].[Na+].[F:3][C:4]([F:37])([F:36])[C:5]1[CH:6]=[C:7]([C:11]2[CH:12]=[C:13]([C:32]([O:34][CH3:35])=[O:33])[C:14]3[NH:15][C:16]4[CH:17]=[C:18]([O:24][S:25]([C:28]([F:31])([F:30])[F:29])(=[O:27])=[O:26])[CH:19]=[CH:20][C:21]=4[C:22]=3[N:23]=2)[CH:8]=[CH:9][CH:10]=1.Br[CH2:39][C:40]1[CH:45]=[CH:44][C:43]([O:46][CH3:47])=[CH:42][CH:41]=1>CN(C=O)C>[CH3:47][O:46][C:43]1[CH:44]=[CH:45][C:40]([CH2:39][N:15]2[C:16]3[CH:17]=[C:18]([O:24][S:25]([C:28]([F:31])([F:30])[F:29])(=[O:27])=[O:26])[CH:19]=[CH:20][C:21]=3[C:22]3[N:23]=[C:11]([C:7]4[CH:8]=[CH:9][CH:10]=[C:5]([C:4]([F:3])([F:36])[F:37])[CH:6]=4)[CH:12]=[C:13]([C:32]([O:34][CH3:35])=[O:33])[C:14]2=3)=[CH:41][CH:42]=1 |f:0.1|. Procedure details: Sodium hydride (22 mg, 0.54 mmol, 60% dispersion in oil) was added to an ice-cooled stirred solution of methyl 2-(3-(trifluoromethyl)phenyl)-7-(trifluoromethylsulfonyloxy)-5H-pyrido[3,2-b]indole-4-carboxylate (200 mg, 0.386 mmol) in DMF (4 ml). This was left stirring until gas evolution stopped. 1-(bromomethyl)-4-methoxybenzene (0.072 ml, 0.502 mmol) was added and the reaction was kept in the ice bath for 2 hr. After an additional 1 hr at RT, the reaction was quenched with a saturated aqueous so... Starting materials: CC(=O)Nc1cc([N+](=O)[O-])ccc1Br, CN(C)C=O, C=C(C)CCl, [H-], [Na+], O. Yields the product C=C(C)CN(C(C)=O)c1cc([N+](=O)[O-])ccc1Br. As a reaction SMILES: [Br:3][c:4]1[c:5]([NH:13][C:14]([CH3:15])=[O:16])[cH:6][c:7]([N+:10](=[O:11])[O-:12])[cH:8][cH:9]1.[CH3:22][N:23]([CH3:24])[CH:25]=[O:26].[Cl:17][CH2:18][C:19](=[CH2:20])[CH3:21].[H-:1].[Na+:2].[OH2:27]>>[Br:3][c:4]1[c:5]([N:13]([C:14]([CH3:15])=[O:16])[CH2:20][C:19](=[CH2:18])[CH3:21])[cH:6][c:7]([N+:10](=[O:11])[O-:12])[cH:8][cH:9]1. Starting materials: CN(C1=CC=C(C#N)C=C1)C (4-(dimethylamino)benzonitrile), N1=CC=CC=C1 (pyridine), BrBr (bromine). The solvent is C(Cl)(Cl)Cl (chloroform), C(Cl)(Cl)Cl (chloroform), ClCCl (dichloromethane). Reaction conditions: time 30 minute. The product is BrC=1C=C(C#N)C=CC1N(C)C (3-bromo-4-dimethylaminobenzonitrile). RXN SMILES: [CH3:1][N:2]([CH3:11])[C:3]1[CH:10]=[CH:9][C:6]([C:7]#[N:8])=[CH:5][CH:4]=1.N1C=CC=CC=1.[Br:18]Br>C(Cl)(Cl)Cl.ClCCl>[Br:18][C:4]1[CH:5]=[C:6]([CH:9]=[CH:10][C:3]=1[N:2]([CH3:11])[CH3:1])[C:7]#[N:8]. Procedure: To a stirred solution of 4-(dimethylamino)benzonitrile (2.19 g) in chloroform (15 mL) was added pyridine (1.2 mL) and a solution of bromine (0.75 mL) in chloroform (15 mL) dropwise over 45 minutes. Upon complete addition, the mixture was stirred for a further 30 minutes. The reaction mixture was diluted with dichloromethane and washed with water, brine and evaporated to afford a yellow oil of 3-bromo-4-dimethylaminobenzonitrile which was dissolved in tetrahydrofuran (25 mL). Meanwhile, a stirred... The reactants are C(C)N1C2=CC=CC=C2C=2C=C(C=CC12)C=O (9-ethyl-9H-carbazole-3-carbaldehyde), N1CCC(CC1)C=1C=C(C=CC1)NC(=O)C1CC1 (N-[3-(4-piperidinyl)phenyl]cyclopropanecarboxamide). Run in CC(=O)O (HOAc). The product is C(C)N1C2=CC=CC=C2C=2C=C(C=CC12)CN1CCC(CC1)C=1C=C(C=CC1)NC(=O)C1CC1 (N-(3-{1-[(9-ETHYL-9H-CARBAZOL-3-YL)METHYL]-4-PIPERIDINYL}PHENYL)CYCLOPROPANECARBOXAMIDE). As a reaction SMILES: [CH2:1]([N:3]1[C:15]2[CH:14]=[CH:13][C:12]([CH:16]=O)=[CH:11][C:10]=2[C:9]2[C:4]1=[CH:5][CH:6]=[CH:7][CH:8]=2)[CH3:2].[NH:18]1[CH2:23][CH2:22][CH:21]([C:24]2[CH:25]=[C:26]([NH:30][C:31]([CH:33]3[CH2:35][CH2:34]3)=[O:32])[CH:27]=[CH:28][CH:29]=2)[CH2:20][CH2:19]1>CC(O)=O>[CH2:1]([N:3]1[C:15]2[CH:14]=[CH:13][C:12]([CH2:16][N:18]3[CH2:23][CH2:22][CH:21]([C:24]4[CH:25]=[C:26]([NH:30][C:31]([CH:33]5[CH2:34][CH2:35]5)=[O:32])[CH:27]=[CH:28][CH:29]=4)[CH2:20][CH2:19]3)=[CH:11][C:10]=2[C:9]2[C:4]1=[CH:5][CH:6]=[CH:7][CH:8]=2)[CH3:2]. Procedure: Prepared by Procedure F and Scheme R, without HOAc, using 9-ethyl-9H-carbazole-3-carbaldehyde and N-[3-(4-piperidinyl)phenyl]cyclopropanecarboxamide: ESMS m/e: 452.6 (M+H)+.